From a dataset of the Open Reaction Database (ORD), a public repository of structured organic reaction records. describe an organic reaction: reactants, conditions, products, and yield Reactants: C(=O)(O)C1=C(C2=C(S1)C=C(C=C2)C)S(=O)(=O)[O-].[Na+] (monosodium 2-carboxy-6-methyl-benzo[b] thiophene-3-sulfonate), P(Cl)(Cl)(Cl)(Cl)Cl (phosphorus-(V)-chloride), [Cl-].[Cl-].[Cl-].[P+3]=O (phosphorus oxide trichloride). Yields the product ClC(=O)C1=C(C2=C(S1)C=C(C=C2)C)S(=O)(=O)Cl (2-Chlorocarbonyl-6-methyl-benzo[b] thiophene-3-sulfonic acid chloride). Isolated yield 82.0%. RXN SMILES: [C:1]([C:4]1[S:8][C:7]2[CH:9]=[C:10]([CH3:13])[CH:11]=[CH:12][C:6]=2[C:5]=1[S:14]([O-:17])(=O)=[O:15])(O)=[O:2].[Na+].P(Cl)(Cl)(Cl)(Cl)Cl.[Cl-:25].[Cl-:26].[Cl-].[P+3]=O>>[Cl:25][C:1]([C:4]1[S:8][C:7]2[CH:9]=[C:10]([CH3:13])[CH:11]=[CH:12][C:6]=2[C:5]=1[S:14]([Cl:26])(=[O:17])=[O:15])=[O:2] |f:0.1,3.4.5.6|. Reported procedure: Prepared analogous to Example 1(b) from monosodium 2-carboxy-6-methyl-benzo[b] thiophene-3-sulfonate and phosphorus-(V)-chloride in the presence of phosphorus oxide trichloride with a yield of 82% of theory. The product, which crystallized upon cooling, was used in the next step without further purification.